Task: describe an organic reaction: reactants, conditions, products, and yield. Dataset: the Open Reaction Database (ORD), a public repository of structured organic reaction records The reactants are FC1=CC=C(C=C1)N1N=CC2=C1C=C1CCNC[C@]1(C2)C(=O)C2=NC=CC=C2 ((R)-(1-(4-fluorophenyl)-4,4a,5,6,7,8-hexahydro-1H-pyrazolo[3,4-g]isoquinolin-4a-yl)(pyridin-2-yl)methanone), ClCCl (dichloromethane), C(C)(C)NC(C)C (diisopropylamine), ClC1=CC=C(C=N1)S(=O)(=O)Cl (6-chloro-pyridine-3-sulfonyl chloride), C(C)(C)N(CC)C(C)C (diisopropylethylamine). Run at time 16 hour. Product: ClC1=CC=C(C=N1)S(=O)(=O)N1C[C@]2(CC3=C(C=C2CC1)N(N=C3)C3=CC=C(C=C3)F)C(=O)C3=NC=CC=C3 ((R)-(6-((6-chloropyridin-3-yl)sulfonyl)-1-(4-fluorophenyl)-4,4a,5,6,7,8-hexahydro-1H-pyrazolo[3,4-g]isoquinolin-4a-yl)(pyridin-2-yl)methanone). Reaction SMILES: [F:1][C:2]1[CH:7]=[CH:6][C:5]([N:8]2[C:12]3[CH:13]=[C:14]4[C@:19]([C:21]([C:23]5[CH:28]=[CH:27][CH:26]=[CH:25][N:24]=5)=[O:22])([CH2:20][C:11]=3[CH:10]=[N:9]2)[CH2:18][NH:17][CH2:16][CH2:15]4)=[CH:4][CH:3]=1.ClCCl.C(NC(C)C)(C)C.[Cl:39][C:40]1[N:45]=[CH:44][C:43]([S:46](Cl)(=[O:48])=[O:47])=[CH:42][CH:41]=1.C(N(C(C)C)CC)(C)C>>[Cl:39][C:40]1[N:45]=[CH:44][C:43]([S:46]([N:17]2[CH2:16][CH2:15][C:14]3[C@:19]([C:21]([C:23]4[CH:28]=[CH:27][CH:26]=[CH:25][N:24]=4)=[O:22])([CH2:20][C:11]4[CH:10]=[N:9][N:8]([C:5]5[CH:6]=[CH:7][C:2]([F:1])=[CH:3][CH:4]=5)[C:12]=4[CH:13]=3)[CH2:18]2)(=[O:48])=[O:47])=[CH:42][CH:41]=1. Procedure: A solution of (R)-(1-(4-fluorophenyl)-4,4a,5,6,7,8-hexahydro-1H-pyrazolo[3,4-g]isoquinolin-4a-yl)(pyridin-2-yl)methanone in dichloromethane (2.5 mL) (2.7 mL, ˜0.2 mmol) containing diisopropylamine (174 μL, 1 mmol) was added to 6-chloro-pyridine-3-sulfonyl chloride (53 mg, 0.25 mmol) and diisopropylethylamine (100 μL, 0.57 mmol) and the mixture stirred for 16 hours. The reaction mixture was concentrated and the residue was purified by column chromatography on silica gel (gradient: 20-30% ethyl ac...